Dataset: the Open Reaction Database (ORD), a public repository of structured organic reaction records. Task: describe an organic reaction: reactants, conditions, products, and yield The reactants are ClC=1C(=NC=C(C1)C(F)(F)F)C(CN1C(C=2C(C1=O)=CC=CC2)=O)=NOCC (N-[2-[3-chloro-5-(trifluoromethyl)pyridin-2-yl]-2-(ethoxyimino)ethyl]phthalimide), O.NN (hydrazine monohydrate), O (water). Solvent: C(C)O (ethanol). Run at temperature 80 celsius, time 1 hour. The product is C(C)ON=C(CN)C1=NC=C(C=C1Cl)C(F)(F)F (2-amino-1-[3-chloro-5-(trifluoromethyl)pyridin-2-yl]ethanone-O-ethyloxime). Yield: 61.9%. As a reaction SMILES: [Cl:1][C:2]1[C:3]([C:12](=[N:25][O:26][CH2:27][CH3:28])[CH2:13][N:14]2C(=O)C3=CC=CC=C3C2=O)=[N:4][CH:5]=[C:6]([C:8]([F:11])([F:10])[F:9])[CH:7]=1.O.NN.O>C(O)C>[CH2:27]([O:26][N:25]=[C:12]([C:3]1[C:2]([Cl:1])=[CH:7][C:6]([C:8]([F:11])([F:10])[F:9])=[CH:5][N:4]=1)[CH2:13][NH2:14])[CH3:28] |f:1.2|. Procedure: To 111 mg of N-[2-[3-chloro-5-(trifluoromethyl)pyridin-2-yl]-2-(ethoxyimino)ethyl]phthalimide in 3 ml of ethanol, 86 mg of hydrazine monohydrate was added, and the mixture was stirred at 80° C. for 1 hour. After completion of the reaction, the reaction mixture was allowed to cool to room temperature, mixed with 5 ml of water and extracted with ethyl acetate (5 ml×3). The resulting organic layers were combined, dried over saturated aqueous sodium chloride and then anhydrous sodium sulfate, the so... The reactants are N[C@@H](CCC(=O)NCC)C(=O)O (theanine), N[C@@H](CCC(=O)O)C(=O)O (glutamic acid), N[C@@H](CCC(=O)NCC)C(=O)O (theanine). Product: N[C@@H](CCC(N)=O)C(=O)O (glutamine), N[C@@H](CCC(=O)NCC)C(=O)O (theanine), N[C@@H](CCC(=O)O)C(=O)O (glutamic acid). RXN SMILES: [NH2:1][C@H:2]([C:10]([OH:12])=[O:11])[CH2:3][CH2:4][C:5]([NH:7][CH2:8][CH3:9])=[O:6].[NH2:13][C@H:14]([C:20]([OH:22])=[O:21])[CH2:15][CH2:16][C:17]([OH:19])=[O:18]>>[NH2:1][C@H:2]([C:10]([OH:12])=[O:11])[CH2:3][CH2:4][C:5](=[O:6])[NH2:7].[NH2:1][C@H:2]([C:10]([OH:12])=[O:11])[CH2:3][CH2:4][C:5]([NH:7][CH2:8][CH3:9])=[O:6].[NH2:13][C@H:14]([C:20]([OH:22])=[O:21])[CH2:15][CH2:16][C:17]([OH:19])=[O:18]. Procedure: An enzyme reaction liquid in which theanine enzyme synthesis was executed was diluted suitably and thereafter, HPLC was carried out for the diluted reaction liquid so that amounts of theanine and glutamic acid were determined. A mol conversion ratio from an amount of glutamine (mol/L) of the substrate was calculated using obtained amounts of theanine and glutamic acid (mol/L). TABLE 1 shows the conditions for determination by HPLC.